From a dataset of the Open Reaction Database (ORD), a public repository of structured organic reaction records. describe an organic reaction: reactants, conditions, products, and yield Starting materials: C(C1=CC=CC=C1)N1N=CC(=C(C1=O)CC1=CC=C(C=C1)F)C1=CC=C(C=C1)S(=O)(=O)C (2-benzyl-4-(4-fluorophenylmethyl)-5-[4-(methylsulfonyl)phenyl]-3(2H)-pyridazinone), N (NH3). Product: C(C1=CC=CC=C1)N1N=CC(=C(C1=O)CC1=CC=C(C=C1)F)C1=CC=C(C=C1)S(=O)(=O)N (2-Benzyl-4-(4-fluorobenzyl)-5-[4-(aminosulfonyl)phenyl]-3(2H)-pyridazinone). As a reaction SMILES: [CH2:1]([N:8]1[C:13](=[O:14])[C:12]([CH2:15][C:16]2[CH:21]=[CH:20][C:19]([F:22])=[CH:18][CH:17]=2)=[C:11]([C:23]2[CH:28]=[CH:27][C:26]([S:29](C)(=[O:31])=[O:30])=[CH:25][CH:24]=2)[CH:10]=[N:9]1)[C:2]1[CH:7]=[CH:6][CH:5]=[CH:4][CH:3]=1.[NH3:33]>>[CH2:1]([N:8]1[C:13](=[O:14])[C:12]([CH2:15][C:16]2[CH:21]=[CH:20][C:19]([F:22])=[CH:18][CH:17]=2)=[C:11]([C:23]2[CH:28]=[CH:27][C:26]([S:29]([NH2:33])(=[O:31])=[O:30])=[CH:25][CH:24]=2)[CH:10]=[N:9]1)[C:2]1[CH:7]=[CH:6][CH:5]=[CH:4][CH:3]=1. Procedure: The title compound was prepared according to the method of Example 384, substituting 2-benzyl-4-(4-fluorophenylmethyl)-5-[4-(methylsulfonyl)phenyl]-3(2H)-pyridazinone in place of 2-(3,4-difluorophenyl)-4-(4-fluorophenyl)-5-[4-(methylsulfonyl)phenyl]-3(2H)-pyridazinone (yield: 0.5723 g 34%). mp 120-123° C. 1H NMR (300 MHz, DMSO d6) δ 3.83 (bs, 2H), 5.30 (bs, 2H), 6.95-7.06 (m, 4H), 7.28-7.40 (m, 5H), 7.48 (m, 2H), 7.60 (m, 2H), 7.91 (m, 2H), 7.95 (s, 1H). MS (DCI/NH3) m/z 450 (M+H)+, 467 (M+NH4)+... Reactants: COc1ccc(S(=O)(=O)CC(CS(=O)(=O)c2ccc(OC)cc2)C(=O)NOCc2ccccc2)cc1, CCO. Product: COc1ccc(S(=O)(=O)CC(CS(=O)(=O)c2ccc(OC)cc2)C(=O)NO)cc1. RXN SMILES: [CH2:1]([c:2]1[cH:3][cH:4][cH:5][cH:6][cH:7]1)[O:8][NH:9][C:10]([CH:11]([CH2:12][S:13](=[O:14])(=[O:15])[c:16]1[cH:17][cH:18][c:19]([O:22][CH3:23])[cH:20][cH:21]1)[CH2:24][S:25](=[O:26])(=[O:27])[c:28]1[cH:29][cH:30][c:31]([O:34][CH3:35])[cH:32][cH:33]1)=[O:36].[CH2:37]([OH:38])[CH3:39]>>[OH:8][NH:9][C:10]([CH:11]([CH2:12][S:13](=[O:14])(=[O:15])[c:16]1[cH:17][cH:18][c:19]([O:22][CH3:23])[cH:20][cH:21]1)[CH2:24][S:25](=[O:26])(=[O:27])[c:28]1[cH:29][cH:30][c:31]([O:34][CH3:35])[cH:32][cH:33]1)=[O:36]. Starting materials: O=C1CCc2cc([N+](=O)[O-])cc(F)c2N1, CI, CN(C)C=O, O. Product: CN1C(=O)CCc2cc([N+](=O)[O-])cc(F)c21. RXN SMILES: [F:1][c:2]1[cH:3][c:4]([N+:13](=[O:14])[O-:15])[cH:5][c:6]2[c:11]1[NH:10][C:9](=[O:12])[CH2:8][CH2:7]2.[I:16][CH3:17].[O:18]=[CH:19][N:20]([CH3:21])[CH3:22].[OH2:23]>>[F:1][c:2]1[cH:3][c:4]([N+:13](=[O:14])[O-:15])[cH:5][c:6]2[c:11]1[N:10]([CH3:17])[C:9](=[O:12])[CH2:8][CH2:7]2. Reactants: c1(c(Cl)ccnc1)C=O. The reagents and catalysts are c1ccc(cc1)-c2c3ccccc3cc4ccccc24 (9-Phenylanthracene), CCN(C(C)C)C(C)C (DIPEA), P(c1c(Oc2c(P(c3ccccc3)c3ccccc3)cccc2)cccc1)(c1ccccc1)c1ccccc1 (DPEPhos), C(O[Pd]OC(C)=O)(C)=O (Pd(OAc)2). Solvent: CO (MeOH). Run at temperature 130 celsius, time 19 hour. Yields the product COC(=O)c1ccncc1C=O. As a reaction SMILES: Cl[c:1]1[c:6]([CH:7]=[O:8])[cH:5][n:4][cH:3][cH:2]1>>COC([c:1]1[c:6]([CH:7]=[O:8])[cH:5][n:4][cH:3][cH:2]1)=O. The reactants are IC=1C(N(C(N(C1)CCC=O)=O)C(=O)C1=CC=CC=C1)=O (3-[5-iodo-2,4-dioxo-3-(phenylcarbonyl)-3,4-dihydro-1(2H)-pyrimidinyl]propanal), FC(C=1C=C(C=CC1)C12CNCC2C1)(F)F (1-[3-(trifluoromethyl)phenyl]-3-azabicyclo[3.1.0]hexane), C(C)(=O)O[BH-](OC(C)=O)OC(C)=O.[Na+] (Sodiumtriacetoxyborohydride). Run in ClCCCl (DCE), CC(=O)O (AcOH), C(=O)(O)[O-].[Na+] (NaHCO3). Conditions: temperature 0 celsius, time 4 hour. Yields the product IC=1C(N(C(N(C1)CCCN1CC2(CC2C1)C1=CC(=CC=C1)C(F)(F)F)=O)C(=O)C1=CC=CC=C1)=O (5-iodo-3-(phenylcarbonyl)-1-(3-{1-[3-(trifluoromethyl)phenyl]-3-azabicyclo[3.1.0]hex-3-yl}propyl)-2,4(1H,3H)-pyrimidinedione). The yield is 46.6%. Reaction SMILES: [I:1][C:2]1[C:3](=[O:21])[N:4]([C:13]([C:15]2[CH:20]=[CH:19][CH:18]=[CH:17][CH:16]=2)=[O:14])[C:5](=[O:12])[N:6]([CH2:8][CH2:9][CH:10]=O)[CH:7]=1.[F:22][C:23]([F:37])([F:36])[C:24]1[CH:25]=[C:26]([C:30]23[CH2:35][CH:34]2[CH2:33][NH:32][CH2:31]3)[CH:27]=[CH:28][CH:29]=1.C(O[BH-](OC(=O)C)OC(=O)C)(=O)C.[Na+]>ClCCCl.CC(O)=O.C([O-])(O)=O.[Na+]>[I:1][C:2]1[C:3](=[O:21])[N:4]([C:13]([C:15]2[CH:20]=[CH:19][CH:18]=[CH:17][CH:16]=2)=[O:14])[C:5](=[O:12])[N:6]([CH2:8][CH2:9][CH2:10][N:32]2[CH2:33][CH:34]3[C:30]([C:26]4[CH:27]=[CH:28][CH:29]=[C:24]([C:23]([F:22])([F:37])[F:36])[CH:25]=4)([CH2:35]3)[CH2:31]2)[CH:7]=1 |f:2.3,6.7|. Procedure details: To a solution of 3-[5-iodo-2,4-dioxo-3-(phenylcarbonyl)-3,4-dihydro-1(2H)-pyrimidinyl]propanal (P38, 350 mg, 0.88 mmol) and (1-[3-(trifluoromethyl)phenyl]-3-azabicyclo[3.1.0]hexane (racemate, reference procedure for preparation reported in WO2005/080382, 200 mg, 0.88 mmol) in dry DCE (10 ml), AcOH was added and the reaction mixture cooled to 0° C. Sodiumtriacetoxyborohydride (224 mg, 1.055 mmol) was added and the reaction left at 0° C. for 4 hrs. Reaction monitored by LC/MS. The mixture was dilu... The reactants are [Li]CCCC, CC(C)[N-]C(C)C, CC(C)NC(C)C, Cl, Nc1ccc(F)cc1F, O=C(O)c1cc(F)c(F)cc1F, [Li+], C1COCCO1, C1CCOC1. Yields the product O=C(O)c1cc(F)c(F)cc1Nc1ccc(F)cc1F. Reaction SMILES: [CH2:16]([Li:17])[CH2:18][CH2:19][CH3:20].[CH:1]([N-:2][CH:3]([CH3:4])[CH3:5])([CH3:6])[CH3:7].[CH:9]([NH:10][CH:11]([CH3:12])[CH3:13])([CH3:14])[CH3:15].[ClH:48].[F:21][c:22]1[c:23]([NH2:24])[cH:25][cH:26][c:27]([F:29])[cH:28]1.[F:30][c:31]1[c:32]([C:33](=[O:34])[OH:35])[cH:36][c:37]([F:41])[c:38]([F:40])[cH:39]1.[Li+:8].[O:42]1[CH2:43][CH2:44][O:45][CH2:46][CH2:47]1.[O:49]1[CH2:50][CH2:51][CH2:52][CH2:53]1>>[F:21][c:22]1[c:23]([NH:24][c:31]2[c:32]([C:33](=[O:34])[OH:35])[cH:36][c:37]([F:41])[c:38]([F:40])[cH:39]2)[cH:25][cH:26][c:27]([F:29])[cH:28]1.